This data is from the Open Reaction Database (ORD), a public repository of structured organic reaction records. The task is: describe an organic reaction: reactants, conditions, products, and yield The reactants are ClC1=C(C(=NC(=N1)SC)N[C@@]1(CN(CC1)C(=O)OC(C)(C)C)C)CCO (tert-butyl(3S)-3-{[6-chloro-5-(2-hydroxyethyl)-2-(methylsulfanyl)pyrimidin-4-yl]amino}-3-methylpyrrolidine-1-carboxylate), TEA, CS(=O)(=O)Cl (methanesulfonylchloride). The reagents and catalysts are CN(C)C=1C=CN=CC1 (DMAP). Solvent: C(Cl)Cl (DCM), C(Cl)Cl (DCM). Run at temperature 0 celsius, time 1 hour. Product: ClC1=C(C(=NC(=N1)SC)N[C@@]1(CN(CC1)C(=O)OC(C)(C)C)C)CCOS(=O)(=O)C (tert-butyl(3S)-3-{[6-chloro-2-(methylsulfanyl)-5-{2-[(methylsulfonyl)oxy]ethyl}pyrimidin-4-yl]amino}-3-methylpyrrolidine-1-carboxylate). The yield is 113.7%. RXN SMILES: [Cl:1][C:2]1[N:7]=[C:6]([S:8][CH3:9])[N:5]=[C:4]([NH:10][C@@:11]2([CH3:23])[CH2:15][CH2:14][N:13]([C:16]([O:18][C:19]([CH3:22])([CH3:21])[CH3:20])=[O:17])[CH2:12]2)[C:3]=1[CH2:24][CH2:25][OH:26].[CH3:27][S:28](Cl)(=[O:30])=[O:29]>C(Cl)Cl.CN(C1C=CN=CC=1)C>[Cl:1][C:2]1[N:7]=[C:6]([S:8][CH3:9])[N:5]=[C:4]([NH:10][C@@:11]2([CH3:23])[CH2:15][CH2:14][N:13]([C:16]([O:18][C:19]([CH3:21])([CH3:20])[CH3:22])=[O:17])[CH2:12]2)[C:3]=1[CH2:24][CH2:25][O:26][S:28]([CH3:27])(=[O:30])=[O:29]. Reported procedure: To a solution of tert-butyl(3S)-3-{[6-chloro-5-(2-hydroxyethyl)-2-(methylsulfanyl)pyrimidin-4-yl]amino}-3-methylpyrrolidine-1-carboxylate (1.37 g, 3.40 mmol) in DCM (57 mL) was added TEA (1.66 mL, 11.9 mmol), methanesulfonylchloride (0.7 mL, 8.5 mmol) and DMAP (25 mg, 0.204 mmol) at 0° C. The mixture was stirred at 0° C. for 1 h and then at room temperature for 1 h. The reaction mixture was transferred to a separatory funnel with the aid of DCM. The solution was washed with water (3 times), drie... RXN SMILES: [C:40](=[O:41])([O-:42])[OH:43].[CH3:1][C:2]1([CH3:28])[CH2:3][O:4][CH:5]([CH2:8][O:9][c:10]2[c:11]([CH3:27])[c:12]([CH2:16][S:17][c:18]3[n:19][c:20]4[c:21]([nH:22]3)[cH:23][cH:24][cH:25][cH:26]4)[n:13][cH:14][cH:15]2)[O:6][CH2:7]1.[CH3:45][OH:46].[CH3:47][c:48]1[cH:49][cH:50][cH:51][cH:52][cH:53]1.[Na+:44].[OH:29][O:30][C:31]([c:32]1[cH:33][c:34]([Cl:35])[cH:36][cH:37][cH:38]1)=[O:39]>>[CH3:1][C:2]1([CH3:28])[CH2:3][O:4][CH:5]([CH2:8][O:9][c:10]2[c:11]([CH3:27])[c:12]([CH2:16][S:17]([c:18]3[nH:19][c:20]4[c:21]([n:22]3)[cH:23][cH:24][cH:25][cH:26]4)=[O:29])[n:13][cH:14][cH:15]2)[O:6][CH2:7]1. Yields the product Cc1c(OCC2OCC(C)(C)CO2)ccnc1CS(=O)c1nc2ccccc2[nH]1. Reactants: O=C([O-])O, Cc1c(OCC2OCC(C)(C)CO2)ccnc1CSc1nc2ccccc2[nH]1, CO, Cc1ccccc1, [Na+], O=C(OO)c1cccc(Cl)c1. The reactants are Cc1cn(Cc2ccc(F)c(Cl)c2)c(=O)c2c(OCc3ccccc3)c3n(c12)CCN(C)C3=O, CCO, CC(=O)O, [H][H]. The product is Cc1cn(Cc2ccc(F)c(Cl)c2)c(=O)c2c(O)c3n(c12)CCN(C)C3=O. As a reaction SMILES: [CH2:1]([c:2]1[cH:3][cH:4][cH:5][cH:6][cH:7]1)[O:8][c:9]1[c:10]2[c:11]([n:12]3[c:13]1[C:14](=[O:19])[N:15]([CH3:18])[CH2:16][CH2:17]3)[c:20]([CH3:34])[cH:21][n:22]([CH2:25][c:26]1[cH:27][c:28]([Cl:33])[c:29]([F:32])[cH:30][cH:31]1)[c:23]2=[O:24].[CH3:35][CH2:36][OH:37].[CH3:40][C:41](=[O:42])[OH:43].[H:38][H:39]>>[OH:8][c:9]1[c:10]2[c:11]([n:12]3[c:13]1[C:14](=[O:19])[N:15]([CH3:18])[CH2:16][CH2:17]3)[c:20]([CH3:34])[cH:21][n:22]([CH2:25][c:26]1[cH:27][c:28]([Cl:33])[c:29]([F:32])[cH:30][cH:31]1)[c:23]2=[O:24]. Starting materials: CC#N, CCN(C(C)C)C(C)C, N#Cc1ccc2c(c1)CC(N)CN2, O=S(=O)(Cl)Cl, c1ccccc1. Product: N#Cc1ccc2c(c1)CC(NS(=O)(=O)c1ccccc1)CN2. Reaction SMILES: [CH3:34][C:35]#[N:36].[CH:14]([N:15]([CH2:16][CH3:17])[CH:18]([CH3:19])[CH3:20])([CH3:21])[CH3:22].[NH2:1][CH:2]1[CH2:3][NH:4][c:5]2[cH:6][cH:7][c:8]([C:12]#[N:13])[cH:9][c:10]2[CH2:11]1.[S:23](=[O:24])(=[O:25])([Cl:26])[Cl:27].[cH:28]1[cH:29][cH:30][cH:31][cH:32][cH:33]1>>[NH:1]([CH:2]1[CH2:3][NH:4][c:5]2[cH:6][cH:7][c:8]([C:12]#[N:13])[cH:9][c:10]2[CH2:11]1)[S:23](=[O:24])(=[O:25])[c:28]1[cH:29][cH:30][cH:31][cH:32][cH:33]1. Reactants: B(OCCCC)(OCCCC)OCCCC (tributyl borate), FC=1C=C(CO)C=CC1 (3-fluorobenzyl alcohol), tetramethylene ethylenediamine, C(C)(CC)[Li] (sec-butyl-lithium), Cl (hydrochloric acid). Run in C1CCOC1 (THF). Reaction conditions: temperature -78 celsius, time 1 hour. The product is FC1=CC=CC=2COB(C21)O (7-fluoro-1,3-dihydro-1-hydroxy-2,1-benzoxaborole). RXN SMILES: [F:1][C:2]1[CH:3]=[C:4]([CH:7]=[CH:8][CH:9]=1)[CH2:5][OH:6].C([Li])(CC)C.[B:15](OCCCC)(OCCCC)[O:16]CCCC.Cl>C1COCC1>[F:1][C:2]1[C:3]2[B:15]([OH:16])[O:6][CH2:5][C:4]=2[CH:7]=[CH:8][CH:9]=1. Reported procedure: 3-fluorobenzyl alcohol (3.5 parts; 0.028M) was stirred in THF (100 ml) containing tetramethylene ethylenediamine (10.2 ml; 0.067M). After cooling to -78° C., sec-butyl-lithium (77 ml of 0.8M solution in cyclohexane ex Aldrich; 0.061M) was slowly added over 45 min at between -78° and -65° C. with stirring under a nitrogen blanket. After 1 hour at -78° C., tributyl borate (16.78 ml; 0.061M) was added dropwise and the reactants stirred under nitrogen for 16 hrs allowing the temperature to slowly ra...